This data is from the Open Reaction Database (ORD), a public repository of structured organic reaction records. The task is: describe an organic reaction: reactants, conditions, products, and yield As a reaction SMILES: [CH2:15]([Sn:16]([CH2:17][CH2:18][CH2:19][CH3:25])([c:20]1[s:21][cH:22][cH:23][cH:24]1)[CH2:26][CH2:27][CH2:28][CH3:29])[CH2:30][CH2:31][CH3:32].[CH2:35]1[O:36][CH2:37][CH2:38][CH2:39]1.[F-:33].[NH2:1][c:2]1[c:3]2[c:4]([c:10]([Br:14])[cH:11][c:12]1[I:13])[C:5](=[O:6])[NH:7][C:8]2=[O:9].[NH4+:34]>>[NH2:1][c:2]1[c:3]2[c:4]([c:10]([Br:14])[cH:11][c:12]1-[c:20]1[s:21][cH:22][cH:23][cH:24]1)[C:5](=[O:6])[NH:7][C:8]2=[O:9]. Product: Nc1c(-c2cccs2)cc(Br)c2c1C(=O)NC2=O. Reactants: CCCC[Sn](CCCC)(CCCC)c1cccs1, C1CCOC1, [F-], Nc1c(I)cc(Br)c2c1C(=O)NC2=O, [NH4+]. Starting materials: CN(C)C=O, CC#N, Cc1c(CN2CCN(c3nccnc3-c3ccc(CCl)cc3)CC2)cnn1C, Cl, Cl, Cl, [H-], [I-], [Na+], [Na+], O=C1NCCO1, O. Yields the product Cl, Cc1c(CN2CCN(c3nccnc3-c3ccc(CN4CCOC4=O)cc3)CC2)cnn1C. Reaction SMILES: [CH3:42][N:43]([CH3:44])[CH:45]=[O:46].[CH3:47][C:48]#[N:49].[Cl:11][CH2:12][c:13]1[cH:14][cH:15][c:16](-[c:19]2[c:20]([N:25]3[CH2:26][CH2:27][N:28]([CH2:31][c:32]4[cH:33][n:34][n:35]([CH3:38])[c:36]4[CH3:37])[CH2:29][CH2:30]3)[n:21][cH:22][cH:23][n:24]2)[cH:17][cH:18]1.[ClH:10].[ClH:41].[ClH:9].[H-:7].[I-:40].[Na+:39].[Na+:8].[O:1]1[C:2](=[O:6])[NH:3][CH2:4][CH2:5]1.[OH2:50]>>[ClH:11].[O:1]1[C:2](=[O:6])[N:3]([CH2:12][c:13]2[cH:14][cH:15][c:16](-[c:19]3[c:20]([N:25]4[CH2:26][CH2:27][N:28]([CH2:31][c:32]5[cH:33][n:34][n:35]([CH3:38])[c:36]5[CH3:37])[CH2:29][CH2:30]4)[n:21][cH:22][cH:23][n:24]3)[cH:17][cH:18]2)[CH2:4][CH2:5]1. RXN SMILES: [C:1]([O:8][CH3:9])(=[O:7])[CH2:2][CH2:3][C:4]([O-:6])=O.P(=O)(O)(O)O.FC(F)(F)C(OC(=O)C(F)(F)F)=O.[CH2:28]([C:30]1[C:34]([C:35]2[NH:36][C:37]3[C:42]([CH:43]=2)=[CH:41][CH:40]=[CH:39][CH:38]=3)=[C:33]([CH3:44])[O:32][N:31]=1)[CH3:29]>C(#N)C.CCOCC.O>[CH2:28]([C:30]1[C:34]([C:35]2[NH:36][C:37]3[C:42]([C:43]=2[C:4](=[O:6])[CH2:3][CH2:2][C:1]([O:8][CH3:9])=[O:7])=[CH:41][CH:40]=[CH:39][CH:38]=3)=[C:33]([CH3:44])[O:32][N:31]=1)[CH3:29]. Yields the product C(C)C1=NOC(=C1C=1NC2=CC=CC=C2C1C(CCC(=O)OC)=O)C (2-(3-ethyl-5-methyl-4-isoxazolyl)-γ-oxo-indole-3-butanoic acid, methyl ester). The reactants are C(C)C1=NOC(=C1C=1NC2=CC=CC=C2C1)C (2-(3-ethyl-5-methyl-4-isoxazolyl)-indole), C(CCC(=O)[O-])(=O)OC (mono-methyl succinate), P(O)(O)(O)=O (phosphoric acid), FC(C(=O)OC(C(F)(F)F)=O)(F)F (trifluoroacetic acid anhydride). Procedure details: A solution of 59.4 grams (0.45 mole) of mono-methyl succinate in 300 ml acetonitrile is treated by dropwise addition with 5.5 grams of 85% phosphoric acid and then by dropwise addition with 63.5 ml (0.45 mole) of trifluoroacetic acid anhydride. The mixture is stirred 15 minutes at room temperature and then treated by dropwise addition with 33.9 grams (0.15 mole) of 2-(3-ethyl-5-methyl-4-isoxazolyl)-indole in 300 ml of acetonitrile. The mixture is stirred at room temperature overnight, after whic... The solvent is C(C)#N (acetonitrile), C(C)#N (acetonitrile), CCOCC (ether), O (water). Run at time 15 minute. Reactants: CO, [H][H], O=[N+]([O-])c1ccc(OCCCc2ccccc2)cc1. The product is Nc1ccc(OCCCc2ccccc2)cc1. As a reaction SMILES: [CH3:20][OH:21].[H:22][H:23].[c:1]1([CH2:7][CH2:8][CH2:9][O:10][c:11]2[cH:12][cH:13][c:14]([N+:17]([O-:18])=[O:19])[cH:15][cH:16]2)[cH:2][cH:3][cH:4][cH:5][cH:6]1>>[c:1]1([CH2:7][CH2:8][CH2:9][O:10][c:11]2[cH:12][cH:13][c:14]([NH2:17])[cH:15][cH:16]2)[cH:2][cH:3][cH:4][cH:5][cH:6]1. Reactants: CCOP(=O)(CC#N)OCC, COc1ccc(C(C)=O)cc1, COCCOC, CCOCC, [H-], [Na+]. Yields the product COc1ccc(C(C)=CC#N)cc1. Reaction SMILES: [CH2:1]([O:2][P:3](=[O:4])([O:5][CH2:6][CH3:7])[CH2:9][C:10]#[N:11])[CH3:8].[CH3:14][O:15][c:16]1[cH:17][cH:18][c:19]([C:22]([CH3:23])=[O:24])[cH:20][cH:21]1.[CH3:25][O:26][CH2:27][CH2:28][O:29][CH3:30].[CH3:31][CH2:32][O:33][CH2:34][CH3:35].[H-:12].[Na+:13]>>[CH:9]([C:10]#[N:11])=[C:22]([c:19]1[cH:18][cH:17][c:16]([O:15][CH3:14])[cH:21][cH:20]1)[CH3:23]. Reactants: C1(=CC=C(C=C1)C(Cl)C1=CC=CC=C1)C1=CC=CC=C1 (biphenyl-4-yl-phenyl-chloromethane), C[Si](C)(C)C=1NC=CN1 (trimethylsilylimidazole), C1(=CC=CC=C1)C(Cl)(C1=CC=CC=C1)C1=CC=CC=C1 (diphenyl-phenyl-chloromethane), C1(=CC=C(C=C1)C(C1=CC=CC=C1)Cl)C1=CC=CC=C1 (α-(biphenyl-4-yl)benzyl chloride). Solvent: C(C)#N (acetonitrile). The product is C1(=CC=C(C=C1)C(C1=CC=CC=C1)N1C=NC=C1)C1=CC=CC=C1 ((biphenyl-4-yl)-imidazol-1-yl-phenylmethane). Isolated yield 52.1%. As a reaction SMILES: [C:1]1([C:15]2[CH:20]=[CH:19][CH:18]=[CH:17][CH:16]=2)[CH:6]=[CH:5][C:4]([CH:7]([C:9]2[CH:14]=[CH:13][CH:12]=[CH:11][CH:10]=2)Cl)=[CH:3][CH:2]=1.C1(C(C2C=CC=CC=2)(C2C=CC=CC=2)Cl)C=CC=CC=1.C[Si]([C:45]1[NH:46][CH:47]=[CH:48][N:49]=1)(C)C>C(#N)C>[C:1]1([C:15]2[CH:20]=[CH:19][CH:18]=[CH:17][CH:16]=2)[CH:6]=[CH:5][C:4]([CH:7]([N:46]2[CH:47]=[CH:48][N:49]=[CH:45]2)[C:9]2[CH:14]=[CH:13][CH:12]=[CH:11][CH:10]=2)=[CH:3][CH:2]=1. Reported procedure: 167 g (0.6 mol) of biphenyl-4-yl-phenyl-chloromethane [alternatively named as diphenyl-phenyl-chloromethane or as α-(biphenyl-4-yl)benzyl chloride] and 92 g (0.66 mol) of trimethylsilylimidazole, dissolved in 500 ml of acetonitrile, are heated under reflux for 15 hours. After distilling off the solvent, the crystalline residue is purified by recrystallization from ethyl acetate. 97 g (52% of theory) of (biphenyl-4-yl)-imidazol-1-yl-phenylmethane of melting point 142° C. are obtained. The reactants are C(C)(C)C1=CC=C(C=C1)NCC1=CC=C(C=C1)SC ((4-isopropylphenyl)[(4-methylthiophenyl)methyl]amine), C(C)(C)C1=C(C(=CC=C1)C(C)C)N=C=O (2,6-diisopropylphenyl isocyanate). Product: C(C)(C)C1=C(C(=CC=C1)C(C)C)NC(N(CC1=CC=C(C=C1)SC)C1=CC=C(C=C1)C(C)C)=O (N′-(2,6-diisopropylphenyl)-N-(4-isopropylphenyl)-N-[(4-methylthiophenyl)methyl]urea). Isolated yield 82.9%. Reaction SMILES: [CH:1]([C:4]1[CH:9]=[CH:8][C:7]([NH:10][CH2:11][C:12]2[CH:17]=[CH:16][C:15]([S:18][CH3:19])=[CH:14][CH:13]=2)=[CH:6][CH:5]=1)([CH3:3])[CH3:2].[CH:20]([C:23]1[CH:28]=[CH:27][CH:26]=[C:25]([CH:29]([CH3:31])[CH3:30])[C:24]=1[N:32]=[C:33]=[O:34])([CH3:22])[CH3:21]>>[CH:20]([C:23]1[CH:28]=[CH:27][CH:26]=[C:25]([CH:29]([CH3:30])[CH3:31])[C:24]=1[NH:32][C:33](=[O:34])[N:10]([C:7]1[CH:8]=[CH:9][C:4]([CH:1]([CH3:3])[CH3:2])=[CH:5][CH:6]=1)[CH2:11][C:12]1[CH:13]=[CH:14][C:15]([S:18][CH3:19])=[CH:16][CH:17]=1)([CH3:21])[CH3:22]. Reported procedure: By the reaction and treatment in the same manner as in Example 2 using (4-isopropylphenyl)[(4-methylthiophenyl)methyl]amine (2.0 g) and 2,6-diisopropylphenyl isocyanate (2.1 g) as starting materials, N′-(2,6-diisopropylphenyl)-N-(4-isopropylphenyl)-N-[(4-methylthiophenyl)methyl]urea (2.9 g) was obtained. Reactants: Clc1ccc(Cl)nn1, OC1CN2CCC1CC2. Product: Clc1ccc(OC2CN3CCC2CC3)nn1. Reaction SMILES: [Cl:10][c:11]1[n:12][n:13][c:14]([Cl:17])[cH:15][cH:16]1.[N:1]12[CH2:2][CH:3]([OH:9])[CH:4]([CH2:5][CH2:6]1)[CH2:7][CH2:8]2>>[N:1]12[CH2:2][CH:3]([O:9][c:14]3[n:13][n:12][c:11]([Cl:10])[cH:16][cH:15]3)[CH:4]([CH2:5][CH2:6]1)[CH2:7][CH2:8]2.